This data is from the Open Reaction Database (ORD), a public repository of structured organic reaction records. The task is: describe an organic reaction: reactants, conditions, products, and yield Yields the product FC(C1=CC=C(C=C1)C1=CC(=NC=N1)NC=1C=CC=C2C=C(NC12)CO)(F)F ({7-[6-(4-Trifluoromethylphenyl)pyrimidin-4-ylamino]-1H-indol-2-yl}methanol). Run in C1CCOC1 (THF), C1CCOC1 (THF). As a reaction SMILES: C([O:3][C:4]([C:6]1[NH:7][C:8]2[C:13]([CH:14]=1)=[CH:12][CH:11]=[CH:10][C:9]=2[NH:15][C:16]1[CH:21]=[C:20]([C:22]2[CH:27]=[CH:26][C:25]([C:28]([F:31])([F:30])[F:29])=[CH:24][CH:23]=2)[N:19]=[CH:18][N:17]=1)=O)C.[H-].[H-].[H-].[H-].[Li+].[Al+3].CO.CCOC(C)=O>C1COCC1>[F:31][C:28]([F:29])([F:30])[C:25]1[CH:26]=[CH:27][C:22]([C:20]2[N:19]=[CH:18][N:17]=[C:16]([NH:15][C:9]3[CH:10]=[CH:11][CH:12]=[C:13]4[C:8]=3[NH:7][C:6]([CH2:4][OH:3])=[CH:14]4)[CH:21]=2)=[CH:23][CH:24]=1 |f:1.2.3.4.5.6|. The reactants are CO (MeOH), CCOC(=O)C (EtOAc), Na2SO4.10H2O, C(C)OC(=O)C=1NC2=C(C=CC=C2C1)NC1=NC=NC(=C1)C1=CC=C(C=C1)C(F)(F)F (7-[6-(4-trifluoromethylphenyl)pyrimidin-4-ylamino]-1H-indole-2-carboxylic acid ethyl ester), solution, [H-].[H-].[H-].[H-].[Li+].[Al+3] (LiAlH4). Procedure: To a solution of 7-[6-(4-trifluoromethylphenyl)pyrimidin-4-ylamino]-1H-indole-2-carboxylic acid ethyl ester (285 mg, 0.67 mmol) in THF (2 mL) at 0° C. was added 1 M solution of LiAlH4 in THF (1.0 mL, Aldrich). The mixture was stirred at room temperature and the progress of the reaction was monitored by thin-layer chromatography. After completion of the reaction, to the mixture was added Na2SO4.10H2O (2 g), followed by the addition of MeOH (1 mL) and EtOAc (20 mL) with stirring at 0° C. The stirr... Reaction conditions: time 5 minute. As a reaction SMILES: C(OC([N:8]1[C:17]2[C:16]([F:18])=[CH:15][CH:14]=[CH:13][C:12]=2[CH:11]2[CH2:19][CH2:20][CH2:21][C:10]2([F:22])[C:9]1=[O:23])=O)(C)(C)C.FC(F)(F)C(O)=O>ClCCl.O.C(OCC)(=O)C>[F:22][C:10]12[CH2:21][CH2:20][CH2:19][CH:11]1[C:12]1[CH:13]=[CH:14][CH:15]=[C:16]([F:18])[C:17]=1[NH:8][C:9]2=[O:23]. Conditions: time 30 minute. Procedure details: A solution of 200 mg (0.6 mmol) of 5-tert-butoxycarbonyl-3a,6-difluoro-1,2,3,3a,5,9b-hexahydrocyclopenta[c]quinolin-4-one in 2 ml of dichloromethane is mixed with 2 ml of trifluoroacetic acid at room temperature. After 30 minutes, the batch is diluted with water and ethyl acetate. The organic phase is separated, washed with water, saturated NaHCO3 and saturated NaCl, dried (Na2SO4) and concentrated by evaporation in a vacuum. Column chromatography of the residue on silica gel with hexane-ethyl a... Reactants: C(C)(C)(C)OC(=O)N1C(C2(C(C=3C=CC=C(C13)F)CCC2)F)=O (5-tert-butoxycarbonyl-3a,6-difluoro-1,2,3,3a,5,9b-hexahydrocyclopenta[c]quinolin-4-one), FC(C(=O)O)(F)F (trifluoroacetic acid). Yields the product FC12C(NC=3C(=CC=CC3C1CCC2)F)=O (3a,6-Difluoro-1,2,3,3a,5,9b-hexahydrocyclopenta[c]quinolin-4-one). Isolated yield 44.8%. Run in O (water), C(C)(=O)OCC (ethyl acetate), ClCCl (dichloromethane). Reactants: CNC (dimethylamine), C(=S)=S (carbon disulfide), [N+](=O)([O-])C=CC1=CC=CC=C1 (β-nitrostyrene). Run in CO (methanol). Product: CN(C(SC(C1=CC=CC=C1)C[N+](=O)[O-])=S)C (α-(nitromethyl)benzyl dimethyldithiocarbamate). Reaction SMILES: [CH3:1][NH:2][CH3:3].[C:4](=[S:6])=[S:5].[N+:7]([CH:10]=[CH:11][C:12]1[CH:17]=[CH:16][CH:15]=[CH:14][CH:13]=1)([O-:9])=[O:8]>CO>[CH3:1][N:2]([CH3:3])[C:4](=[S:6])[S:5][CH:11]([CH2:10][N+:7]([O-:9])=[O:8])[C:12]1[CH:17]=[CH:16][CH:15]=[CH:14][CH:13]=1. Procedure details: Similarly, gradual addition of dimethylamine (45.1 grame, 1 mole) to a methanol solution of carbon disulfide (83.6 grams, 1.1 mole) and β-nitrostyrene (149.1 grams, 1 mole) at 10° C.-30° C. yields α-(nitromethyl)benzyl dimethyldithiocarbamate. Reactants: CN1N=C(C(=C1C(=O)O)NC1=C(C=CC=C1)[N+](=O)[O-])C (1,3-dimethyl-4-[(2-nitrophenyl)amino]pyrazole-5-carboxylic acid), S(=O)(Cl)Cl (thionyl chloride). Yields the product CN1N=C(C(=C1C(=O)Cl)NC1=C(C=CC=C1)[N+](=O)[O-])C (1,3-dimethyl-4-[(2-nitrophenyl)amino]pyrazole-5-carboxylic acid chloride). As a reaction SMILES: [CH3:1][N:2]1[C:6]([C:7](O)=[O:8])=[C:5]([NH:10][C:11]2[CH:16]=[CH:15][CH:14]=[CH:13][C:12]=2[N+:17]([O-:19])=[O:18])[C:4]([CH3:20])=[N:3]1.S(Cl)([Cl:23])=O>>[CH3:1][N:2]1[C:6]([C:7]([Cl:23])=[O:8])=[C:5]([NH:10][C:11]2[CH:16]=[CH:15][CH:14]=[CH:13][C:12]=2[N+:17]([O-:19])=[O:18])[C:4]([CH3:20])=[N:3]1. Procedure details: 2.6 g of 1,3-dimethyl-4-[(2-nitrophenyl)amino]pyrazole-5-carboxylic acid and 10 ml of thionyl chloride are stirred at 80° C. for 3 hours; the solution is concentrated; 10 ml of toluene are added, and the mixture is re-concentrated, this procedure being carried out 3 times. 2.9 g of 1,3-dimethyl-4-[(2-nitrophenyl)amino]pyrazole-5-carboxylic acid chloride are thus obtained as an orange-colored oil. The reactants are CN1CCNCC1 (N-methyl-piperazine), ClC=1N(C2=CC=CC=C2C1C(=O)N1CCOCC1)C1=CC(=CC=C1)OC (2-chloro-1-(3-methoxyphenyl)-indole 3-carboxylic acid morpholide). Yields the product COC=1C=C(C=CC1)N1C(=C(C2=CC=CC=C12)C(=O)N1CCOCC1)N1CCN(CC1)C (1-(3-Methoxyphenyl)-2-(4-methyl-1-piperazinyl)-indole 3-carboxylic acid morpholide). Reaction SMILES: [CH3:1][N:2]1[CH2:7][CH2:6][NH:5][CH2:4][CH2:3]1.Cl[C:9]1[N:10]([C:26]2[CH:31]=[CH:30][CH:29]=[C:28]([O:32][CH3:33])[CH:27]=2)[C:11]2[C:16]([C:17]=1[C:18]([N:20]1[CH2:25][CH2:24][O:23][CH2:22][CH2:21]1)=[O:19])=[CH:15][CH:14]=[CH:13][CH:12]=2>>[CH3:33][O:32][C:28]1[CH:27]=[C:26]([N:10]2[C:11]3[C:16](=[CH:15][CH:14]=[CH:13][CH:12]=3)[C:17]([C:18]([N:20]3[CH2:25][CH2:24][O:23][CH2:22][CH2:21]3)=[O:19])=[C:9]2[N:5]2[CH2:6][CH2:7][N:2]([CH3:1])[CH2:3][CH2:4]2)[CH:31]=[CH:30][CH:29]=1. Procedure: This compound was prepared from 2-chloro-1(3-methoxyphenyl)-indole-3-carboxylic acid chloride and morpholine to yield 2-chloro-1-(3-methoxyphenyl)-indole 3-carboxylic acid morpholide which was reacted with N-methyl-piperazine according to Example 42. The yield of amorphous product was 85% of the theoretical yield; the amorpheus hydrochloride had a decomposition point above 160° C. The reactants are BrC=1C=C(CO)C=CC1 (3-bromobenzyl alcohol), C(C)(C)(C)[Si](C1=CC=CC=C1)(C1=CC=CC=C1)Cl (tert-butylchlorodiphenylsilane), N1C=NC=C1 (imidazole), CN(C=O)C (dimethylformamide). Solvent: O (water). Conditions: time 8 hour. Product: [Si](C1=CC=CC=C1)(C1=CC=CC=C1)(C(C)(C)C)OCC1=CC(=CC=C1)Br (3-bromobenzyl tert-butyldiphenylsilyl ether). Yield: 69.6%. RXN SMILES: [Br:1][C:2]1[CH:3]=[C:4]([CH:7]=[CH:8][CH:9]=1)[CH2:5][OH:6].[C:10]([Si:14](Cl)([C:21]1[CH:26]=[CH:25][CH:24]=[CH:23][CH:22]=1)[C:15]1[CH:20]=[CH:19][CH:18]=[CH:17][CH:16]=1)([CH3:13])([CH3:12])[CH3:11].N1C=CN=C1.CN(C)C=O>O>[Si:14]([O:6][CH2:5][C:4]1[CH:7]=[CH:8][CH:9]=[C:2]([Br:1])[CH:3]=1)([C:10]([CH3:13])([CH3:12])[CH3:11])([C:21]1[CH:22]=[CH:23][CH:24]=[CH:25][CH:26]=1)[C:15]1[CH:20]=[CH:19][CH:18]=[CH:17][CH:16]=1. Procedure: A mixture of 3-bromobenzyl alcohol (15.0 g, 80 mmol), tert-butylchlorodiphenylsilane (22.9 mL, 88 mmol), imidazole (12.0 g, 176 mmol) and 75 mL of dimethylformamide was stirred at room temperature overnight. The reaction mixture was poured into cold water, extracted with diethyl ether, the extracts washed with water and brine, dried over sodium sulfate and evaporated. The resulting oil was purified by chromatography on silica gel with hexane to give 23.7 g (70%) of 3-bromobenzyl tert-butyldiphen... The reactants are CCN=C=NCCCN(C)C, Cl, Cc1cc(CC2SC(=O)NC2=O)ccc1Oc1ccc(N)cn1, CN(C)C=O, O, On1nnc2ccccc21, O=C(O)c1cc2ccccc2[nH]1. The product is Cc1cc(CC2SC(=O)NC2=O)ccc1Oc1ccc(NC(=O)c2cc3ccccc3[nH]2)cn1. As a reaction SMILES: [CH2:48]([N:49]=[C:50]=[N:51][CH2:52][CH2:53][CH2:54][N:55]([CH3:56])[CH3:57])[CH3:58].[ClH:47].[NH2:1][c:2]1[cH:3][cH:4][c:5]([O:8][c:9]2[c:10]([CH3:23])[cH:11][c:12]([CH2:13][CH:14]3[C:15](=[O:20])[NH:16][C:17](=[O:19])[S:18]3)[cH:21][cH:22]2)[n:6][cH:7]1.[O:59]=[CH:60][N:61]([CH3:62])[CH3:63].[OH2:36].[OH:37][n:38]1[c:39]2[cH:40][cH:41][cH:42][cH:43][c:44]2[n:45][n:46]1.[nH:24]1[c:25]([C:33](=[O:34])[OH:35])[cH:26][c:27]2[cH:28][cH:29][cH:30][cH:31][c:32]12>>[NH:1]([c:2]1[cH:3][cH:4][c:5]([O:8][c:9]2[c:10]([CH3:23])[cH:11][c:12]([CH2:13][CH:14]3[C:15](=[O:20])[NH:16][C:17](=[O:19])[S:18]3)[cH:21][cH:22]2)[n:6][cH:7]1)[C:33]([c:25]1[nH:24][c:32]2[c:27]([cH:26]1)[cH:28][cH:29][cH:30][cH:31]2)=[O:34]. Reactants: [C@@H]1([C@H](O)[C@@H](O)[C@H](O)[C@H](O1)CO)OC1=NNC(=C1CC1=CC=C(C=C1)SC)C (3-(β-D-glucopyranosyloxy)-5-methyl-4-[(4-methylthiophenyl)methyl]-1H-pyrazole), C([O-])([O-])=O.[Cs+].[Cs+] (cesium carbonate), BrCC1CC1 (bromomethylcyclopropane), [I-].[Na+] (sodium iodide). Solvent: CN(C=O)C (N,N-dimethylformamide), O (Water). The product is C1(CC1)CN1N=C(C(=C1C)CC1=CC=C(C=C1)SC)O[C@H]1[C@H](O)[C@@H](O)[C@H](O)[C@H](O1)CO (1-(cyclopropylmethyl)-3-(β-D-glucopyranosyloxy)-5-methyl-4-[(4methylthiophenyl)methyl]-1H-pyrazole). As a reaction SMILES: [C@@H:1]1([O:12][C:13]2[C:17]([CH2:18][C:19]3[CH:24]=[CH:23][C:22]([S:25][CH3:26])=[CH:21][CH:20]=3)=[C:16]([CH3:27])[NH:15][N:14]=2)[O:9][C@H:8]([CH2:10][OH:11])[C@@H:6]([OH:7])[C@H:4]([OH:5])[C@H:2]1[OH:3].C(=O)([O-])[O-].[Cs+].[Cs+].Br[CH2:35][CH:36]1[CH2:38][CH2:37]1.[I-].[Na+]>CN(C)C=O.O>[CH:36]1([CH2:35][N:15]2[C:16]([CH3:27])=[C:17]([CH2:18][C:19]3[CH:24]=[CH:23][C:22]([S:25][CH3:26])=[CH:21][CH:20]=3)[C:13]([O:12][C@@H:1]3[O:9][C@H:8]([CH2:10][OH:11])[C@@H:6]([OH:7])[C@H:4]([OH:5])[C@H:2]3[OH:3])=[N:14]2)[CH2:38][CH2:37]1 |f:1.2.3,5.6|. Procedure: To a solution of 3-(β-D-glucopyranosyloxy)-5-methyl-4-[(4-methylthiophenyl)methyl]-1H-pyrazole (0.081 g) in N,N-dimethylformamide (1 mL) were added cesium carbonate (0.40 g), bromomethylcyclopropane (0.099 mL) and a catalytic amount of sodium iodide, and the mixture was stirred at room temperature for 7 days. Water was added to the reaction mixture, and the mixture was extracted with ethyl acetate. The organic layer was washed with water, and dried over anhydrous magnesium sulfate, and the solve... Starting materials: Brc1cccc(Br)n1, CCCC[Mg+], [Li]CCCC, CCCCCC, Cc1ccccc1, CC(=O)O, [Cl-], C[Si](C)(C)Cl, C1CCOC1. The product is C[Si](C)(C)c1cccc(Br)n1. Reaction SMILES: [Br:12][c:13]1[n:14][c:15]([Br:19])[cH:16][cH:17][cH:18]1.[CH2:2]([Mg+:3])[CH2:4][CH2:5][CH3:6].[CH2:7]([Li:8])[CH2:9][CH2:10][CH3:11].[CH3:30][CH2:31][CH2:32][CH2:33][CH2:34][CH3:35].[CH3:36][c:37]1[cH:38][cH:39][cH:40][cH:41][cH:42]1.[CH3:43][C:44](=[O:45])[OH:46].[Cl-:1].[Cl:20][Si:21]([CH3:22])([CH3:23])[CH3:24].[O:25]1[CH2:26][CH2:27][CH2:28][CH2:29]1>>[Br:12][c:13]1[n:14][c:15]([Si:21]([CH3:22])([CH3:23])[CH3:24])[cH:16][cH:17][cH:18]1.